From a dataset of the Open Reaction Database (ORD), a public repository of structured organic reaction records. describe an organic reaction: reactants, conditions, products, and yield Reactants: BrC=1C=C(C=CC1C#CC(=O)O)C1=CC=CC=C1 ((3-bromobiphenyl-4-yl)propynoic acid), ClC=1C=C(C=CC1CCN(CC)CC)N (3-chloro-4-(2-diethylaminoethyl)phenylamine). Solvent: ClCCl.CO (dichloromethane methanol). Yields the product Cl.ClC=1C=C(C=CC1CCN(CC)CC)NC(C#CC1=C(C=C(C=C1)C1=CC=CC=C1)Br)=O (3-(3-bromobiphenyl-4-yl)propynoic acid-[3-chloro-4-(2-diethylaminoethyl)phenyl]amide hydrochloride). Reaction SMILES: [Br:1][C:2]1[CH:3]=[C:4]([C:13]2[CH:18]=[CH:17][CH:16]=[CH:15][CH:14]=2)[CH:5]=[CH:6][C:7]=1[C:8]#[C:9][C:10]([OH:12])=O.[Cl:19][C:20]1[CH:21]=[C:22]([NH2:33])[CH:23]=[CH:24][C:25]=1[CH2:26][CH2:27][N:28]([CH2:31][CH3:32])[CH2:29][CH3:30]>ClCCl.CO>[ClH:19].[Cl:19][C:20]1[CH:21]=[C:22]([NH:33][C:10](=[O:12])[C:9]#[C:8][C:7]2[CH:6]=[CH:5][C:4]([C:13]3[CH:18]=[CH:17][CH:16]=[CH:15][CH:14]=3)=[CH:3][C:2]=2[Br:1])[CH:23]=[CH:24][C:25]=1[CH2:26][CH2:27][N:28]([CH2:31][CH3:32])[CH2:29][CH3:30] |f:2.3,4.5|. Procedure: Prepared analogously to Example 2.3.f. from (3-bromobiphenyl-4-yl)propynoic acid and 3-chloro-4-(2-diethylaminoethyl)phenylamine. Yield: 95 mg (23.8% of theory); C27H26BrClN2O*HCl (M=546.32); calc.: molecular ion peak (M+H)+: 509/11/13; found: molecular ion peak (M+H)+: 509/11/13; Rf value: 0.3 (silica gel, dichloromethane/methanol (90:10)). As a reaction SMILES: Cl[C:2]1[NH:6][C:5]2[CH:7]=[CH:8][C:9]([C:11]([F:14])([F:13])[F:12])=[CH:10][C:4]=2[N:3]=1.[C:15]1([OH:26])[C:24]2[CH2:23][CH:22]([OH:25])[CH2:21][CH2:20][C:19]=2[CH:18]=[CH:17][CH:16]=1>COCCO>[F:12][C:11]([F:14])([F:13])[C:9]1[CH:8]=[CH:7][C:5]2[NH:6][C:2]([O:26][C:15]3[CH:16]=[CH:17][CH:18]=[C:19]4[C:24]=3[CH2:23][CH:22]([OH:25])[CH2:21][CH2:20]4)=[N:3][C:4]=2[CH:10]=1. Procedure: A mixture of 2-chloro-5-(trifluoromethyl)-1H-benzo[d]imidazole (89 mg, 0.4 mol, prepared according to the procedure described in WO 2004/035549 A1), 5,6,7,8-tetrahydronaphthalene-1,7-diol from step (a) above (49 mg, 0.3 mmol) and 2-methoxy-ethanol (1 mL, Aldrich) was subjected to microwave irradiation at 180° C. with stirring for 60 min twice. The solvent was removed in vacuo and the residue was purified by silica gel chromatography, eluting with 50% EtOAc/hexane to give the title compound as an... Reactants: ClC1=NC2=C(N1)C=CC(=C2)C(F)(F)F (2-chloro-5-(trifluoromethyl)-1H-benzo[d]imidazole), 2004/035549 A1, C1(=CC=CC=2CCC(CC12)O)O (5,6,7,8-tetrahydronaphthalene-1,7-diol). The product is FC(C1=CC2=C(NC(=N2)OC=2C=CC=C3CCC(CC23)O)C=C1)(F)F (8-(5-(Trifluoromethyl)-1H-benzo[d]imidazol-2-yloxy)-1,2,3,4-tetrahydronaphthalen-2-ol). Run in COCCO (2-methoxy-ethanol). Conditions: time 60 minute. Reactants: Cl.NCC(=O)NC1=CC=CC=C1 (2-aminoacetanilide hydrochloride), NCC(=O)NC1=CC=CC=C1 (2-aminoacetanilide), C(C)(OCC)(OCC)OCC (triethyl orthoacetate). The solvent is CO (methanol). Yields the product Cl.C1(=CC=CC=C1)NC(=O)CNC(C)=NCC(NC1=CC=CC=C1)=O (N,N'-bis[phenylcarbamylmethyl]acetamidine hydrochloride). Isolated yield 20.1%. As a reaction SMILES: [ClH:1].[NH2:2][CH2:3][C:4]([NH:6][C:7]1[CH:12]=[CH:11][CH:10]=[CH:9][CH:8]=1)=[O:5].[NH2:13][CH2:14][C:15]([NH:17][C:18]1[CH:23]=[CH:22][CH:21]=[CH:20][CH:19]=1)=[O:16].[C:24](OCC)(OCC)(OCC)[CH3:25]>CO>[ClH:1].[C:7]1([NH:6][C:4]([CH2:3][NH:2][C:24](=[N:13][CH2:14][C:15](=[O:16])[NH:17][C:18]2[CH:23]=[CH:22][CH:21]=[CH:20][CH:19]=2)[CH3:25])=[O:5])[CH:12]=[CH:11][CH:10]=[CH:9][CH:8]=1 |f:0.1,5.6|. Procedure details: 0.82 Grams (4.13 millimoles) of 2-aminoacetanilide hydrochloride, 0.77 g (4.13 millimoles) of 2-aminoacetanilide (free base) were dissolved in 1.4 milliliters of hot methanol. To this solution was added 0.76 milliliters (0.67 g, 4.13 millimoles) of triethyl orthoacetate. The mixture was heated gently for five minutes. The reaction mixture was cooled and the reaction product precipitated by addition of diethyl ether. The supernatant liquid was decanted, and the precipitate was triturated with eth... Starting materials: N (ammonia), P(O)(O)(O)=O (Phosphoric acid), N (ammonia), P(O)(O)(O)=O (phosphoric acid). Product: P(=O)([O-])(O)O.[NH4+] (monoammonium phosphate), P(=O)([O-])([O-])O.[NH4+].[NH4+] (diammonium phosphate). Reaction SMILES: [NH3:1].[P:2](=[O:6])([OH:5])([OH:4])[OH:3]>>[P:2]([OH:6])([OH:5])([O-:4])=[O:3].[NH4+:1].[P:2]([OH:6])([O-:5])([O-:4])=[O:3].[NH4+:1].[NH4+:1] |f:2.3,4.5.6|. Procedure details: The FIGURE shows a schematic view of an embodiment of the present invention. Anhydrous ammonia 14 flows from holding tank 12 through conduit 16 and into reactor 18. Phosphoric acid 24 flows through conduit 22 from holding tank 26 and into reactor 18 where the anhydrous ammonia and phosphoric acid are partially reacted to form a reaction product slurry 30 comprising monoammonium phosphate and diammonium phosphate. The slurry 30 is pumped to a rotating drum granulator-reactor 32 where more anhydro... Reported procedure: 417 mg (purity 76%, 0.83 mmol) of 2-[5-chloro-4-(5-chloro-2-cyanophenyl)-2-oxopyridin-1(2H)-yl]-4-methoxybutanoic acid (racemate) were reacted with 177 mg (0.91 mmol, 1.1 eq.) of tert-butyl 4-aminobenzoate according to General Method 5A. Yield: 438 mg (92% of theory) The product is ClC=1C(=CC(N(C1)C(C(=O)NC1=CC=C(C(=O)OC(C)(C)C)C=C1)CCOC)=O)C1=C(C=CC(=C1)Cl)C#N (tert-Butyl 4-({2-[5-chloro-4-(5-chloro-2-cyanophenyl)-2-oxopyridin-1(2H)-yl]-4-methoxybutanoyl}amino)benzoate). Starting materials: ClC=1C(=CC(N(C1)C(C(=O)O)CCOC)=O)C1=C(C=CC(=C1)Cl)C#N (2-[5-chloro-4-(5-chloro-2-cyanophenyl)-2-oxopyridin-1(2H)-yl]-4-methoxybutanoic acid), NC1=CC=C(C(=O)OC(C)(C)C)C=C1 (tert-butyl 4-aminobenzoate). As a reaction SMILES: [Cl:1][C:2]1[C:3]([C:17]2[CH:22]=[C:21]([Cl:23])[CH:20]=[CH:19][C:18]=2[C:24]#[N:25])=[CH:4][C:5](=[O:16])[N:6]([CH:8]([CH2:12][CH2:13][O:14][CH3:15])[C:9]([OH:11])=O)[CH:7]=1.[NH2:26][C:27]1[CH:39]=[CH:38][C:30]([C:31]([O:33][C:34]([CH3:37])([CH3:36])[CH3:35])=[O:32])=[CH:29][CH:28]=1>>[Cl:1][C:2]1[C:3]([C:17]2[CH:22]=[C:21]([Cl:23])[CH:20]=[CH:19][C:18]=2[C:24]#[N:25])=[CH:4][C:5](=[O:16])[N:6]([CH:8]([CH2:12][CH2:13][O:14][CH3:15])[C:9]([NH:26][C:27]2[CH:39]=[CH:38][C:30]([C:31]([O:33][C:34]([CH3:35])([CH3:36])[CH3:37])=[O:32])=[CH:29][CH:28]=2)=[O:11])[CH:7]=1. The product is O.O.O.N1=C(C=CC=C1)OCCCCNC(P(O)(O)=O)P(O)(O)=O (4-(2-pyridyloxy)butylaminomethylenebisphosphonic acid trihydrate). The solvent is O (water). Reaction SMILES: Cl.[N:2]1[CH:7]=[CH:6][CH:5]=[CH:4][C:3]=1[O:8][CH2:9][CH2:10][CH2:11][CH2:12][NH:13][CH:14]([P:19](=[O:22])([OH:21])[OH:20])[P:15](=[O:18])([OH:17])[OH:16].[OH-:23].[Na+].CO>O>[OH2:8].[OH2:23].[OH2:8].[N:2]1[CH:7]=[CH:6][CH:5]=[CH:4][C:3]=1[O:8][CH2:9][CH2:10][CH2:11][CH2:12][NH:13][CH:14]([P:19](=[O:20])([OH:21])[OH:22])[P:15](=[O:16])([OH:17])[OH:18] |f:0.1,2.3,6.7.8.9|. Procedure details: 4-(2-Pyridyloxy)butylaminomethylenebisphosphonic acid hydrochloride (1.1 g) was dissolved in water (25 ml), to which was added an aqueous solution of sodium hydroxide (1N, 3 ml). To the mixture was added methanol to cause precipitation of a solid matter, which was collected by filtration and recrystallized from water-methanol to afford 4-(2-pyridyloxy)butylaminomethylenebisphosphonic acid trihydrate (0.6 g, 51%) as colorless crystals, m.p. 186° C. to 187° C. Starting materials: [OH-].[Na+] (sodium hydroxide), Cl.N1=C(C=CC=C1)OCCCCNC(P(O)(O)=O)P(O)(O)=O (4-(2-Pyridyloxy)butylaminomethylenebisphosphonic acid hydrochloride), CO (methanol). Isolated yield 51.0%. Reactants: CCOC(=O)c1csc(NC(=O)c2cc(OC)c(OC)cc2OC)n1, CCCCCCNC, CS(C)=O, Cl, O. As a reaction SMILES: [CH3:1][O:2][c:3]1[c:4]([C:5](=[O:6])[NH:7][c:8]2[s:9][cH:10][c:11]([C:13](=[O:14])[O:15][CH2:16][CH3:17])[n:12]2)[cH:18][c:19]([O:24][CH3:25])[c:20]([O:22][CH3:23])[cH:21]1.[CH3:26][NH:27][CH2:28][CH2:29][CH2:30][CH2:31][CH2:32][CH3:33].[CH3:36][S:37](=[O:38])[CH3:39].[ClH:34].[OH2:35]>>[OH:2][c:3]1[c:4]([C:5](=[O:6])[NH:7][c:8]2[s:9][cH:10][c:11]([C:13](=[O:14])[O:15][CH2:16][CH3:17])[n:12]2)[cH:18][c:19]([O:24][CH3:25])[c:20]([O:22][CH3:23])[cH:21]1. The product is CCOC(=O)c1csc(NC(=O)c2cc(OC)c(OC)cc2O)n1.